Dataset: the Open Reaction Database (ORD), a public repository of structured organic reaction records. Task: describe an organic reaction: reactants, conditions, products, and yield Reactants: CN1C(CC[C@@]2(C3=C(CC[C@@H]12)C=C(C=C3)S)C)=O ((+)-(4aR)-(10bR)-4-methyl-8-mercapto-10b-methyl-1,2,3,4,4a,-5,6,10b-octahydrobenzo[f]quinolin-3-one), C([O-])([O-])=O.[K+].[K+] (potassium carbonate), ClC=1SC2=C(N1)C=CC(=C2)OC (2-chloro-6-methoxy-benzothiazole), CN(C=O)C (dimethylformamide). The solvent is C(C)(=O)OCC (ethyl acetate). Yields the product CN1C(CC[C@@]2(C3=C(CC[C@@H]12)C=C(C=C3)SC=3SC1=C(N3)C=CC(=C1)OC)C)=O ((+)-(4aR)-(10bR)-4-methyl-8-(6-methoxy-2-benzothiazolylthio)-10b-methyl-1,2,3,4,4a,5,6,10b-octahydrobenzo[f]quinolin-3-one). The yield is 47.1%. RXN SMILES: [CH3:1][N:2]1[C@H:11]2[C@@:6]([CH3:17])([C:7]3[CH:15]=[CH:14][C:13]([SH:16])=[CH:12][C:8]=3[CH2:9][CH2:10]2)[CH2:5][CH2:4][C:3]1=[O:18].C(=O)([O-])[O-].[K+].[K+].Cl[C:26]1[S:27][C:28]2[CH:34]=[C:33]([O:35][CH3:36])[CH:32]=[CH:31][C:29]=2[N:30]=1.CN(C)C=O>C(OCC)(=O)C>[CH3:1][N:2]1[C@H:11]2[C@@:6]([CH3:17])([C:7]3[CH:15]=[CH:14][C:13]([S:16][C:26]4[S:27][C:28]5[CH:34]=[C:33]([O:35][CH3:36])[CH:32]=[CH:31][C:29]=5[N:30]=4)=[CH:12][C:8]=3[CH2:9][CH2:10]2)[CH2:5][CH2:4][C:3]1=[O:18] |f:1.2.3|. Reported procedure: A 15 mL round bottom flask was charged with (+)-(4aR)-(10bR)-4-methyl-8-mercapto-10b-methyl-1,2,3,4,4a,-5,6,10b-octahydrobenzo[f]quinolin-3-one (100 mg, 0.38 mmol), potassium carbonate (158 mg, 1.14 mmol), 2-chloro-6-methoxy-benzothiazole (92 mg, 0.46 mmol) and 1.5 mL of anhydrous dimethylformamide, fitted with a reflux condenser, and the stirred mixture was heated at 60°, under nitrogen, for 18 h. The mixture was cooled, diluted with ethyl acetate (75 mL) and washed with brine (2×25 mL). The co... Procedure details: Following the procedures described in Example 1, cyanoethoxyneopentanol (bp 132°-140° C./2 mm Hg) is prepared from neopentyl glycol and acrylonitrile, acrylation of which gives the desired product. The product is C(C=C)(=O)OC(C(C)(C)C)OCCC#N (Cyanoethoxyneopentyl Acrylate). Reaction SMILES: [C:1]([CH2:3][CH2:4][O:5][CH:6]([OH:11])[C:7]([CH3:10])([CH3:9])[CH3:8])#[N:2].[OH:12][CH2:13][C:14](C)(CO)[CH3:15].C(#N)C=C>>[C:13]([O:11][CH:6]([O:5][CH2:4][CH2:3][C:1]#[N:2])[C:7]([CH3:8])([CH3:10])[CH3:9])(=[O:12])[CH:14]=[CH2:15]. Starting materials: C(#N)CCOC(C(C)(C)C)O (cyanoethoxyneopentanol), OCC(C)(CO)C (neopentyl glycol), C(C=C)#N (acrylonitrile). Product: CCN(CCCCNS(=O)(=O)c1c(C)cc(C)cc1C)S(=O)(=O)c1c(C)cc(C)cc1C. Reactants: ClCCl, O=C(O)C(F)(F)F, CCN(CCCCN(C(=O)OC(C)(C)C)S(=O)(=O)c1c(C)cc(C)cc1C)S(=O)(=O)c1c(C)cc(C)cc1C. RXN SMILES: [Cl:47][CH2:48][Cl:49].[F:1][C:2]([F:3])([F:4])[C:5]([OH:6])=[O:7].[c:8]1([CH3:46])[c:9]([S:16](=[O:17])(=[O:18])[N:19]([CH2:20][CH2:21][CH2:22][CH2:23][N:24]([CH2:25][CH3:26])[S:27](=[O:28])(=[O:29])[c:30]2[c:31]([CH3:38])[cH:32][c:33]([CH3:37])[cH:34][c:35]2[CH3:36])[C:39]([O:40][C:41]([CH3:42])([CH3:43])[CH3:44])=[O:45])[c:10]([CH3:15])[cH:11][c:12]([CH3:14])[cH:13]1>>[c:8]1([CH3:46])[c:9]([S:16](=[O:17])(=[O:18])[NH:19][CH2:20][CH2:21][CH2:22][CH2:23][N:24]([CH2:25][CH3:26])[S:27](=[O:28])(=[O:29])[c:30]2[c:31]([CH3:38])[cH:32][c:33]([CH3:37])[cH:34][c:35]2[CH3:36])[c:10]([CH3:15])[cH:11][c:12]([CH3:14])[cH:13]1. Starting materials: NC1=NC(=CN=C1C1=C(C(=CC(=C1)Cl)Cl)Cl)Cl (2-Amino-6-chloro-3-(2,3,5-trichlorophenyl)pyrazine), CN1CCNCC1 (1-methylpiperazine). The product is NC1=NC(=CN=C1C1=C(C(=CC(=C1)Cl)Cl)Cl)N1CCN(CC1)C (2-Amino-6-(4-methyl-1-piperazinyl)-3-(2,3,5-trichlorophenyl)pyrazine). As a reaction SMILES: [NH2:1][C:2]1[C:7]([C:8]2[CH:13]=[C:12]([Cl:14])[CH:11]=[C:10]([Cl:15])[C:9]=2[Cl:16])=[N:6][CH:5]=[C:4](Cl)[N:3]=1.[CH3:18][N:19]1[CH2:24][CH2:23][NH:22][CH2:21][CH2:20]1>>[NH2:1][C:2]1[C:7]([C:8]2[CH:13]=[C:12]([Cl:14])[CH:11]=[C:10]([Cl:15])[C:9]=2[Cl:16])=[N:6][CH:5]=[C:4]([N:22]2[CH2:23][CH2:24][N:19]([CH3:18])[CH2:20][CH2:21]2)[N:3]=1. Procedure details: 2-Amino-6-chloro-3-(2,3,5-trichlorophenyl)pyrazine (0.215 g, 7.0×10−3 mole) Example 1 Route A and 1-methylpiperazine (5 ml, Aldrich), were heated at 140° C. for 1 hr. The mixture was evaporated in vacuo and the residue was purified by ‘flash chromatography’ eluting with ethanol:dichloromethane, 0-4%. The product was dissolved in the minimum of dichloromethane and hexane (10 ml), added slowly to give yellow needles. Yield 0.247 g (95%), M.p. 185° C. Isolated yield 23.7%. Procedure: A mixture of the title compound of Example 78 (100 mg, 0.21 mmol), and copper (II) sulphate heptahydrate (75 mg, 0.3 mmol) in saturated methanolic ammonia (20 ml) was heated at 100° C. for 4 hours in a sealed vessel. The cooled mixture was evaporated under reduced pressure and the residue suspended in aqueous sodium carbonate solution (20 ml) and extracted with dichloromethane (3×20 ml). The combined organic extracts were washed with brine (3×20 ml), dried (Na2SO4) and evaporated under reduced p... Reagents/catalysts: O.O.O.O.O.O.O.S(=O)(=O)([O-])[O-].[Cu+2] (copper (II) sulphate heptahydrate). The reactants are C(C)OC1=NC=C(C=C1C=1NC(C=2C(N1)=C(N(N2)C)CC)=O)S(=O)(=O)N2CCN(CC2)CC (5-[2-Ethoxy-5-(4-ethylpiperazin-1-ylsulphonyl)pyridin-3-yl]-3-ethyl-2-methyl-2,6-dihydro-7H-pyrazolo[4,3-d]pyrimidin-7-one). Reaction SMILES: [CH2:1]([O:3][C:4]1[C:9]([C:10]2[NH:11][C:12](=[O:22])[C:13]3[C:14](=[C:16]([CH2:20][CH3:21])[N:17]([CH3:19])[N:18]=3)[N:15]=2)=[CH:8][C:7]([S:23]([N:26]2[CH2:31][CH2:30][N:29]([CH2:32][CH3:33])[CH2:28][CH2:27]2)(=[O:25])=[O:24])=[CH:6][N:5]=1)C>N.O.O.O.O.O.O.O.S([O-])([O-])(=O)=O.[Cu+2]>[CH2:20]([C:16]1[N:17]([CH3:19])[N:18]=[C:13]2[C:12](=[O:22])[NH:11][C:10]([C:9]3[C:4]([O:3][CH3:1])=[N:5][CH:6]=[C:7]([S:23]([N:26]4[CH2:27][CH2:28][N:29]([CH2:32][CH3:33])[CH2:30][CH2:31]4)(=[O:24])=[O:25])[CH:8]=3)=[N:15][C:14]=12)[CH3:21] |f:2.3.4.5.6.7.8.9.10|. Run at temperature 100 celsius. Product: C(C)C=1N(N=C2C1N=C(NC2=O)C=2C(=NC=C(C2)S(=O)(=O)N2CCN(CC2)CC)OC)C (3-Ethyl-5-[5-(4-ethylpiperazin-1-ylsulphonyl)-2-methoxypyridin-3-yl]-2-methyl-2,6-dihydro-7H-pyrazolo[4,3-d]pyrimidin-7-one). Solvent: N (ammonia).